This data is from the Open Reaction Database (ORD), a public repository of structured organic reaction records. The task is: describe an organic reaction: reactants, conditions, products, and yield Reactants: NC=1C2=C(NC(N1)=O)SC(=C2C)C (4-amino-5,6-dimethylthieno[2,3-d]pyrimidine-2(1H)-one), Cl (HCl), Cl (HCl). Run in O (water), C(C)O (ethanol). Conditions: temperature 0 celsius. Product: Cl.NC=1C2=C(NC(N1)=O)SC(=C2C)C (4-amino-5,6-dimethylthieno[2,3-d]pyrimidine-2(1H)-one hydrochloride), powder. The yield is 92.0%. Reaction SMILES: [NH2:1][C:2]1[C:3]2[C:11]([CH3:12])=[C:10]([CH3:13])[S:9][C:4]=2[NH:5][C:6](=[O:8])[N:7]=1.[ClH:14]>O.C(O)C>[ClH:14].[NH2:1][C:2]1[C:3]2[C:11]([CH3:12])=[C:10]([CH3:13])[S:9][C:4]=2[NH:5][C:6](=[O:8])[N:7]=1 |f:4.5|. Procedure: To a solution of 4-amino-5,6-dimethylthieno[2,3-d]pyrimidine-2(1H)-one (Example 165a) (1082 g, 5.54 moles) in water (8.1 L) was added an ethanolic solution of HCl (1.25 N in 200 proof ethanol). The resulting slurry was heated to reflux for 15 minutes to afford a clear solution. (In some cases additional 1:1H2O:1.25 N HCl in ethanol must be added to obtain a clear solution). The solution was filtered while hot and the filtrate cooled to 0° C. while stirring. The resulting precipitate was collecte... Reactants: CCCCCCBr, CN(C)C=O, O=Cc1ccc(O)cc1O, [Li+], [Li+], O=C([O-])[O-]. The product is CCCCCCOc1ccc(C=O)c(O)c1. RXN SMILES: [CH2:11]([CH2:12][CH2:13][CH2:14][CH2:15][CH3:16])[Br:17].[CH3:24][N:25]([CH3:26])[CH:27]=[O:28].[CH:1](=[O:2])[c:3]1[cH:4][cH:5][c:6]([OH:7])[cH:8][c:9]1[OH:10].[Li+:18].[Li+:19].[O-:20][C:21](=[O:22])[O-:23]>>[CH:1](=[O:2])[c:3]1[cH:4][cH:5][c:6]([O:7][CH2:11][CH2:12][CH2:13][CH2:14][CH2:15][CH3:16])[cH:8][c:9]1[OH:10]. Starting materials: [BH4-], O=C(CCCCCC1(C(=O)O)CCCC1)CCCCCC1(C(=O)O)CCCC1, CC(C)O, [Na+], [Na+], [OH-], O. Product: O=C(O)C1(CCCCCC(O)CCCCCC2(C(=O)O)CCCC2)CCCC1. As a reaction SMILES: [BH4-:31].[C:1](=[O:2])([OH:3])[C:4]1([CH2:9][CH2:10][CH2:11][CH2:12][CH2:13][C:14]([CH2:15][CH2:16][CH2:17][CH2:18][CH2:19][C:20]2([C:25](=[O:26])[OH:27])[CH2:21][CH2:22][CH2:23][CH2:24]2)=[O:28])[CH2:5][CH2:6][CH2:7][CH2:8]1.[CH:33]([OH:34])([CH3:35])[CH3:36].[Na+:30].[Na+:32].[OH-:29].[OH2:37]>>[C:1](=[O:2])([OH:3])[C:4]1([CH2:9][CH2:10][CH2:11][CH2:12][CH2:13][CH:14]([CH2:15][CH2:16][CH2:17][CH2:18][CH2:19][C:20]2([C:25](=[O:26])[OH:27])[CH2:21][CH2:22][CH2:23][CH2:24]2)[OH:28])[CH2:5][CH2:6][CH2:7][CH2:8]1. The reactants are [NH4+].[Cl-] (NH4Cl), ClC=1C=C(C=C(C1OCC(F)(F)F)C1=CC=C(C=C1)C(F)(F)F)CC(=O)OCC (Ethyl 2-(5-chloro-6-(2,2,2-trifluoroethoxy)-4′-(trifluoromethyl)biphenyl-3-yl)acetate), BrCCCBr (1,3-dibromopropane), [H-].[Na+] (NaH). Run in CN(C)C=O (DMF). Conditions: time 30 minute. Product: C(C)OC(=O)C1(CCC1)C=1C=C(C(=C(C1)Cl)OCC(F)(F)F)C1=CC=C(C=C1)C(F)(F)F (ethyl-1-(5-chloro-6-(2,2,2-trifluoroethoxy)-4′-(trifluoromethyl)biphenyl-3-yl)-cyclo butane carboxylate). Isolated yield 24.5%. As a reaction SMILES: [Cl:1][C:2]1[CH:3]=[C:4]([CH2:24][C:25]([O:27][CH2:28][CH3:29])=[O:26])[CH:5]=[C:6]([C:14]2[CH:19]=[CH:18][C:17]([C:20]([F:23])([F:22])[F:21])=[CH:16][CH:15]=2)[C:7]=1[O:8][CH2:9][C:10]([F:13])([F:12])[F:11].[H-].[Na+].Br[CH2:33][CH2:34][CH2:35]Br.[NH4+].[Cl-]>CN(C=O)C>[CH2:28]([O:27][C:25]([C:24]1([C:4]2[CH:5]=[C:6]([C:14]3[CH:15]=[CH:16][C:17]([C:20]([F:21])([F:22])[F:23])=[CH:18][CH:19]=3)[C:7]([O:8][CH2:9][C:10]([F:13])([F:12])[F:11])=[C:2]([Cl:1])[CH:3]=2)[CH2:35][CH2:34][CH2:33]1)=[O:26])[CH3:29] |f:1.2,4.5|. Reported procedure: Ethyl 2-(5-chloro-6-(2,2,2-trifluoroethoxy)-4′-(trifluoromethyl)biphenyl-3-yl)acetate (1.5 g, 3.4 mmol) was dissolved in anhydrous DMF (30 mL), NaH (60% wt. in paraffin oil, 0.163 g, 6.8 mmol) was added at 0° C. The reaction mixture was stirred for 30 min at room temperature and 1,3-dibromopropane (0.757 g, 3.7 mmol) was added drop wise at 0° C. The reaction mixture was stirred for an additional 1 h at 0° C. and saturated NH4Cl solution (10 mL) was added. The reaction mixture was extracted with ...